This data is from the Open Reaction Database (ORD), a public repository of structured organic reaction records. The task is: describe an organic reaction: reactants, conditions, products, and yield Starting materials: COc1cc(OC)c2c(c1)OC1(CCCCC1)CC2=O, CI, CN(C)P(=O)(N(C)C)N(C)C, CC(C)[N-]C(C)C, [Cl-], [Li+], [NH4+], C1CCOC1. The product is COc1cc(OC)c2c(c1)OC1(CCCCC1)C(C)C2=O. Reaction SMILES: [CH3:1][O:2][c:3]1[cH:4][c:5]([O:19][CH3:20])[cH:6][c:7]2[c:8]1[C:9](=[O:18])[CH2:10][C:11]1([O:12]2)[CH2:13][CH2:14][CH2:15][CH2:16][CH2:17]1.[CH3:29][I:30].[CH3:38][N:39]([CH3:40])[P:41](=[O:42])([N:43]([CH3:44])[CH3:45])[N:46]([CH3:47])[CH3:48].[CH:21]([N-:22][CH:23]([CH3:24])[CH3:25])([CH3:26])[CH3:27].[Cl-:31].[Li+:28].[NH4+:32].[O:33]1[CH2:34][CH2:35][CH2:36][CH2:37]1>>[CH3:1][O:2][c:3]1[cH:4][c:5]([O:19][CH3:20])[cH:6][c:7]2[c:8]1[C:9](=[O:18])[CH:10]([CH3:21])[C:11]1([O:12]2)[CH2:13][CH2:14][CH2:15][CH2:16][CH2:17]1. Starting materials: CN1CCOCC1, CC1CCC(N)CC1, CN(C)C=O, O=C(O)c1ccc(C(c2cc(F)ccc2F)S(=O)(=O)c2ccc(Cl)cc2)nc1, ClCCl, O=S(Cl)Cl. The product is CC1CCC(NC(=O)c2ccc(C(c3cc(F)ccc3F)S(=O)(=O)c3ccc(Cl)cc3)nc2)CC1. As a reaction SMILES: [CH3:33][N:34]1[CH2:35][CH2:36][O:37][CH2:38][CH2:39]1.[CH3:40][CH:41]1[CH2:42][CH2:43][CH:44]([NH2:47])[CH2:45][CH2:46]1.[CH3:51][N:52]([CH3:53])[CH:54]=[O:55].[Cl:1][c:2]1[cH:3][cH:4][c:5]([S:8](=[O:9])(=[O:10])[CH:11]([c:12]2[cH:13][cH:14][c:15]([C:18](=[O:19])[OH:20])[cH:16][n:17]2)[c:21]2[c:22]([F:28])[cH:23][cH:24][c:25]([F:27])[cH:26]2)[cH:6][cH:7]1.[Cl:48][CH2:49][Cl:50].[S:29]([Cl:30])([Cl:31])=[O:32]>>[Cl:1][c:2]1[cH:3][cH:4][c:5]([S:8](=[O:9])(=[O:10])[CH:11]([c:12]2[cH:13][cH:14][c:15]([C:18](=[O:20])[NH:47][CH:44]3[CH2:43][CH2:42][CH:41]([CH3:40])[CH2:46][CH2:45]3)[cH:16][n:17]2)[c:21]2[c:22]([F:28])[cH:23][cH:24][c:25]([F:27])[cH:26]2)[cH:6][cH:7]1. The reactants are C(CCC)N(CCC1=CNC2=CC=CC=C12)C(CNC(=O)OCC)=O (N-n-butyl-N-(N-ethoxycarbonylglycyl)-tryptamine), P(=O)(Cl)(Cl)Cl (phosphorus oxychloride), [BH4-].[Na+] (sodium borohydride), C(C)O (ethanol). Run in C1(=CC=CC=C1)C (toluene), O (water). Run at temperature 120 celsius, time 45 minute. The product is C(C)OC(=O)NCC1N(CCC=2C3=CC=CC=C3NC12)CCCC (1,2,3,4-tetrahydro-1-((N-ethoxycarbonylamino)methyl)-2-n-butyl-β-carboline). Isolated yield 77.1%. Reaction SMILES: [CH2:1]([N:5]([C:17](=O)[CH2:18][NH:19][C:20]([O:22][CH2:23][CH3:24])=[O:21])[CH2:6][CH2:7][C:8]1[C:16]2[C:11](=[CH:12][CH:13]=[CH:14][CH:15]=2)[NH:10][CH:9]=1)[CH2:2][CH2:3][CH3:4].P(Cl)(Cl)(Cl)=O.C(O)C.[BH4-].[Na+]>C1(C)C=CC=CC=1.O>[CH2:23]([O:22][C:20]([NH:19][CH2:18][CH:17]1[C:9]2[NH:10][C:11]3[C:16](=[CH:15][CH:14]=[CH:13][CH:12]=3)[C:8]=2[CH2:7][CH2:6][N:5]1[CH2:1][CH2:2][CH2:3][CH3:4])=[O:21])[CH3:24] |f:3.4|. Reported procedure: To a solution of 3.40 g of N-n-butyl-N-(N-ethoxycarbonylglycyl)-tryptamine in 40 ml of anhydrous toluene are added 10 ml of phosphorus oxychloride, and the mixture is stirred at 120° C. for 45 minutes. The mixture is condensed under reduced pressure, and 100 ml of ethanol are added to the residue. Then, sodium borohydride is added to the mixture until said mixture becomes alkaline, and the mixture is stirred at room temperature for 30 minutes. After the reaction, the reaction mixture is condense... The reactants are COc1ccc(C(=O)CBr)c(OC)c1, CCC(C)=O, CCOC(C)=O, [K+], [K+], O=C([O-])[O-], Oc1ccccc1. The product is COc1ccc(C(=O)COc2ccccc2)c(OC)c1. As a reaction SMILES: [Br:1][CH2:2][C:3](=[O:4])[c:5]1[c:6]([O:13][CH3:14])[cH:7][c:8]([O:11][CH3:12])[cH:9][cH:10]1.[CH3:28][C:29](=[O:30])[CH2:31][CH3:32].[CH3:33][CH2:34][O:35][C:36]([CH3:37])=[O:38].[K+:22].[K+:23].[O-:24][C:25]([O-:26])=[O:27].[OH:15][c:16]1[cH:17][cH:18][cH:19][cH:20][cH:21]1>>[CH2:2]([C:3](=[O:4])[c:5]1[c:6]([O:13][CH3:14])[cH:7][c:8]([O:11][CH3:12])[cH:9][cH:10]1)[O:15][c:16]1[cH:17][cH:18][cH:19][cH:20][cH:21]1. Reactants: C1=NC=CC2=C(C=CC=C12)C1=CC=2C(=C(N=CC2)N)O1 (2-(isoquinolin-5-yl)furo[2,3-c]pyridin-7-amine), C1CC(=O)N(C1=O)I (NIS). Solvent: CN(C)C=O (DMF). Reaction conditions: time 5 minute. The product is IC1=C2C(=C(N=C1)N)OC(=C2)C2=C1C=CN=CC1=CC=C2 (4-iodo-2-(isoquinolin-5-yl)furo[2,3-c]pyridin-7-amine). The yield is 84.1%. RXN SMILES: [CH:1]1[C:10]2[C:5](=[C:6]([C:11]3[O:20][C:14]4=[C:15]([NH2:19])[N:16]=[CH:17][CH:18]=[C:13]4[CH:12]=3)[CH:7]=[CH:8][CH:9]=2)[CH:4]=[CH:3][N:2]=1.C1C(=O)N([I:28])C(=O)C1>CN(C=O)C>[I:28][C:18]1[CH:17]=[N:16][C:15]([NH2:19])=[C:14]2[O:20][C:11]([C:6]3[CH:7]=[CH:8][CH:9]=[C:10]4[C:5]=3[CH:4]=[CH:3][N:2]=[CH:1]4)=[CH:12][C:13]=12. Reported procedure: A suspension of 2-(isoquinolin-5-yl)furo[2,3-c]pyridin-7-amine (5.6 g, 21.5 mmol) in DMF (250 mL) was treated with NIS (8.73 g, 38.6 mmol) added portionwise with stirring over a period of 5 min. The mixture was stirred at RT overnight. The reaction was quenched with aqueous Na2S2O3, diluted with EtOAc (1 L) and the phases separated. The organic layer was concentrated in vacuo. Water was added to the residue resulting in the formation of a solid after stirring overnight. The material was collecte... Procedure: To a solution of 4.6 g (11.9 mmol) of 2-cyano-3-(3-t-butyldimethylsiloxypropyl)-5,5,8,8-tetramethyl-5,6,7,8-tetrahydro-naphthalene.in 40 mL of dichloromethane at −78° C. was added 17.9 mL (17.9 mmol) of diisobutylaluminum hydride (1.0 M in toluene). The reaction mixture was stirred and allowed to slowly warm to room temperature. After 16 hours, acetic acid was added dropwise, followed by addition of water and dichloromethane. The organic fraction was separated, washed with brine, dried over sodi... The reactants are O (water), C(#N)C1=CC=2C(CCC(C2C=C1CCCO[Si](C)(C)C(C)(C)C)(C)C)(C)C (2-cyano-3-(3-t-butyldimethylsiloxypropyl)-5,5,8,8-tetramethyl-5,6,7,8-tetrahydro-naphthalene), C(C)(=O)O (acetic acid), [H-].C(C(C)C)[Al+]CC(C)C (diisobutylaluminum hydride). Yield: 53.0%. Reaction SMILES: [C:1]([C:3]1[C:12]([CH2:13][CH2:14][CH2:15][O:16][Si:17]([C:20]([CH3:23])([CH3:22])[CH3:21])([CH3:19])[CH3:18])=[CH:11][C:10]2[C:9]([CH3:25])([CH3:24])[CH2:8][CH2:7][C:6]([CH3:27])([CH3:26])[C:5]=2[CH:4]=1)#N.[H-].C([Al+]CC(C)C)C(C)C.C(O)(=[O:40])C.O>ClCCl>[CH:1]([C:3]1[C:12]([CH2:13][CH2:14][CH2:15][O:16][Si:17]([C:20]([CH3:23])([CH3:22])[CH3:21])([CH3:19])[CH3:18])=[CH:11][C:10]2[C:9]([CH3:25])([CH3:24])[CH2:8][CH2:7][C:6]([CH3:27])([CH3:26])[C:5]=2[CH:4]=1)=[O:40] |f:1.2|. Run at time 16 hour. Product: C(=O)C1=CC=2C(CCC(C2C=C1CCCO[Si](C)(C)C(C)(C)C)(C)C)(C)C (2-formyl -3-(3-t-butyldimethylsiloxypropyl)-5,5,8,8-tetramethyl-5,6,7,8-tetrahydro-naphthalene). The solvent is ClCCl (dichloromethane), ClCCl (dichloromethane). Starting materials: O=C(O)CC(=O)OCC(Cl)(Cl)Cl, OC1OC(COCc2ccccc2)C(OCc2ccccc2)C(OCc2ccccc2)C1OCc1ccccc1, ClCCl, C(=NC1CCCCC1)=NC1CCCCC1, c1ccncc1. The product is O=C(CC(=O)OC1OC(COCc2ccccc2)C(OCc2ccccc2)C(OCc2ccccc2)C1OCc1ccccc1)OCC(Cl)(Cl)Cl. RXN SMILES: [C:56]([CH2:57][C:58](=[O:59])[OH:60])(=[O:61])[O:62][CH2:63][C:64]([Cl:65])([Cl:66])[Cl:67].[CH2:16]([c:17]1[cH:18][cH:19][cH:20][cH:21][cH:22]1)[O:23][CH:24]1[CH:25]([OH:26])[O:27][CH:28]([CH2:47][O:48][CH2:49][c:50]2[cH:51][cH:52][cH:53][cH:54][cH:55]2)[CH:29]([O:39][CH2:40][c:41]2[cH:42][cH:43][cH:44][cH:45][cH:46]2)[CH:30]1[O:31][CH2:32][c:33]1[cH:34][cH:35][cH:36][cH:37][cH:38]1.[CH2:74]([Cl:75])[Cl:76].[CH:1]1([N:2]=[C:3]=[N:4][CH:5]2[CH2:6][CH2:7][CH2:8][CH2:9][CH2:10]2)[CH2:11][CH2:12][CH2:13][CH2:14][CH2:15]1.[cH:68]1[cH:69][cH:70][n:71][cH:72][cH:73]1>>[CH2:16]([c:17]1[cH:18][cH:19][cH:20][cH:21][cH:22]1)[O:23][CH:24]1[CH:25]([O:26][C:58]([CH2:57][C:56](=[O:61])[O:62][CH2:63][C:64]([Cl:65])([Cl:66])[Cl:67])=[O:59])[O:27][CH:28]([CH2:47][O:48][CH2:49][c:50]2[cH:51][cH:52][cH:53][cH:54][cH:55]2)[CH:29]([O:39][CH2:40][c:41]2[cH:42][cH:43][cH:44][cH:45][cH:46]2)[CH:30]1[O:31][CH2:32][c:33]1[cH:34][cH:35][cH:36][cH:37][cH:38]1.